The task is: describe an organic reaction: reactants, conditions, products, and yield. This data is from the Open Reaction Database (ORD), a public repository of structured organic reaction records. Reactants: BrC=1C=C2C(=NC1)OC1=CC=C(C=C1[C@]21N=C(SC1)NC(OC(C)(C)C)=O)C#CC1(COC1)C ((S)-tert-butyl 3-bromo-7-((3-methyloxetan-3-yl)ethynyl)-5′H-spiro[chromeno[2,3-b]pyridine-5,4′-thiazole]-2′-ylcarbamate), CC1=CC=C(C=N1)B(O)O (6-methylpyridin-3-ylboronic acid), C([O-])([O-])=O.[K+].[K+] (potassium carbonate), Pd(AmPhos)2Cl2. Run at temperature 80 celsius. Yields the product CC1(COC1)C#CC=1C=C2C(=CC1)OC1=NC=C(C=C1[C@@]21N=C(SC1)NC(OC(C)(C)C)=O)C=1C=NC(=CC1)C ((S)-tert-butyl 7-((3-methyloxetan-3-yl)ethynyl)-3-(6-methylpyridin-3-yl)-5′H-spiro[chromeno[2,3-b]pyridine-5,4′-thiazole]-2′-ylcarbamate). Yield: 49.0%. RXN SMILES: Br[C:2]1[CH:3]=[C:4]2[C@:15]3([CH2:19][S:18][C:17]([NH:20][C:21](=[O:27])[O:22][C:23]([CH3:26])([CH3:25])[CH3:24])=[N:16]3)[C:14]3[C:9](=[CH:10][CH:11]=[C:12]([C:28]#[C:29][C:30]4([CH3:34])[CH2:33][O:32][CH2:31]4)[CH:13]=3)[O:8][C:5]2=[N:6][CH:7]=1.[CH3:35][C:36]1[N:41]=[CH:40][C:39](B(O)O)=[CH:38][CH:37]=1.C(=O)([O-])[O-].[K+].[K+]>>[CH3:34][C:30]1([C:29]#[C:28][C:12]2[CH:13]=[C:14]3[C@@:15]4([CH2:19][S:18][C:17]([NH:20][C:21](=[O:27])[O:22][C:23]([CH3:25])([CH3:24])[CH3:26])=[N:16]4)[C:4]4[C:5](=[N:6][CH:7]=[C:2]([C:39]5[CH:40]=[N:41][C:36]([CH3:35])=[CH:37][CH:38]=5)[CH:3]=4)[O:8][C:9]3=[CH:10][CH:11]=2)[CH2:31][O:32][CH2:33]1 |f:2.3.4|. Procedure: A vial was charged with (S)-tert-butyl 3-bromo-7-((3-methyloxetan-3-yl)ethynyl)-5′H-spiro[chromeno[2,3-b]pyridine-5,4′-thiazole]-2′-ylcarbamate (0.054 g, 0.10 mmol), 6-methylpyridin-3-ylboronic acid (0.041 g, 0.30 mmol), potassium carbonate (0.069 g, 0.50 mmol), and Pd(AmPhos)2Cl2 (7.05 mg, 9.95 μmol). The vial was flushed with Ar (g), then dioxane (0.66 mL) and water (0.33 mL) were added in sequence. The vial was sealed and heated at 80° C. for 16 h. The reaction was diluted with EtOAc and wash... The reactants are CC(C)(C)OC(=NC1CCCCC1)NC1CCCCC1, O=C(O)Cc1ccnc(Cl)c1, ClCCl. The product is CC(C)(C)OC(=O)Cc1ccnc(Cl)c1. Reaction SMILES: [C:1]([CH3:2])([CH3:3])([CH3:4])[O:5][C:6](=[N:7][CH:8]1[CH2:9][CH2:10][CH2:11][CH2:12][CH2:13]1)[NH:14][CH:15]1[CH2:16][CH2:17][CH2:18][CH2:19][CH2:20]1.[Cl:21][c:22]1[n:23][cH:24][cH:25][c:26]([CH2:28][C:29](=[O:30])[OH:31])[cH:27]1.[Cl:32][CH2:33][Cl:34]>>[C:1]([CH3:2])([CH3:3])([CH3:4])[O:31][C:29]([CH2:28][c:26]1[cH:25][cH:24][n:23][c:22]([Cl:21])[cH:27]1)=[O:30]. The yield is 29.9%. Procedure details: In the same manner as described in Example 159, 0.400 g (1.187 mmol) of the product of Example 31 and 0.198 mL (1.662 mmol) of 1,4-dibromobutane provided 0.139 g (30%) of the desired product as a white solid. Electrospray Mass Spec: 392 (M+H). Reactants: COC(C1=C(C(=CC=C1)O)NS(=O)(=O)C1=CC=C(C=C1)OC)=O (3-Hydroxy-2-(4-methoxy-benzenesulfonylamino)-benzoic acid methyl ester), BrCCCCBr (1,4-dibromobutane). RXN SMILES: [CH3:1][O:2][C:3](=[O:23])[C:4]1[CH:9]=[CH:8][CH:7]=[C:6]([OH:10])[C:5]=1[NH:11][S:12]([C:15]1[CH:20]=[CH:19][C:18]([O:21][CH3:22])=[CH:17][CH:16]=1)(=[O:14])=[O:13].Br[CH2:25][CH2:26][CH2:27][CH2:28]Br>>[CH3:1][O:2][C:3]([C:4]1[CH:9]=[CH:8][CH:7]=[C:6]2[O:10][CH2:28][CH2:27][CH2:26][CH2:25][N:11]([S:12]([C:15]3[CH:16]=[CH:17][C:18]([O:21][CH3:22])=[CH:19][CH:20]=3)(=[O:13])=[O:14])[C:5]=12)=[O:23]. Product: COC(=O)C=1C=CC=C2C1N(CCCCO2)S(=O)(=O)C2=CC=C(C=C2)OC (6-(4-Methoxy-benzenesulfonyl)-3,4,5,6-tetrahydro-2H -1,6-benzoxazocine-7-carboxylic acid methyl ester). Starting materials: c1ccc(CN2CCC(n3cnnc3)CC2)cc1, CC(=O)OC(C)=O. Yields the product CC(=O)c1nncn1C1CCN(Cc2ccccc2)CC1. As a reaction SMILES: [CH2:1]([c:2]1[cH:3][cH:4][cH:5][cH:6][cH:7]1)[N:8]1[CH2:9][CH2:10][CH:11]([n:14]2[cH:15][n:16][n:17][cH:18]2)[CH2:12][CH2:13]1.[CH3:19][C:20](=[O:21])[O:22][C:23](=[O:24])[CH3:25]>>[CH2:1]([c:2]1[cH:3][cH:4][cH:5][cH:6][cH:7]1)[N:8]1[CH2:9][CH2:10][CH:11]([n:14]2[cH:15][n:16][n:17][c:18]2[C:20]([CH3:19])=[O:21])[CH2:12][CH2:13]1.